This data is from the Open Reaction Database (ORD), a public repository of structured organic reaction records. The task is: describe an organic reaction: reactants, conditions, products, and yield Reported procedure: The procedure of comparative Example 1 was followed in the reaction of 204 grams isoprene, 294 grams maleic acid anhydride, 4.9 grams azo-bis-isobutylnitrile, 30.0 grams n-butylmercaptan and 2,500 milliliters acetone. There was obtained 340 grams isoprene-maleic anhydride copolymer. This polymer had an intrinsic viscocity of 0.11, and butylthio radicals therein were 3.5 percent as determined by sulfur analysis and NMR spectrum. 17.2 grams polymer was charged to a 500-milliliter separable flask, ... RXN SMILES: [CH2:1]=[CH:2][C:3](=[CH2:5])[CH3:4].[C:6]1(=[O:12])[O:11][C:9](=[O:10])[CH:8]=[CH:7]1.C(S)CCC>CC(C)=O>[CH2:1]=[CH:2][C:3](=[CH2:4])[CH3:5].[C:9]1(=[O:10])[O:11][C:6](=[O:12])[CH:7]=[CH:8]1 |f:4.5|. Reactants: C=CC(C)=C (isoprene), C1(\C=C/C(=O)O1)=O (maleic acid anhydride), azo-bis-isobutylnitrile, C(CCC)S (n-butylmercaptan). The product is C=CC(C)=C.C1(\C=C/C(=O)O1)=O (isoprene maleic anhydride). The yield is 68.3%. Solvent: CC(=O)C (acetone). Reaction SMILES: [Cl:1][C:2]1[CH:7]=[CH:6][C:5]([N:8]2[CH:12]([CH2:13][O:14][C:15]3[CH:24]=[CH:23][C:18]([C:19]([O:21]C)=[O:20])=[CH:17][CH:16]=3)[CH2:11][O:10][C:9]2=[O:25])=[CH:4][CH:3]=1.Cl>C(O)(=O)C>[Cl:1][C:2]1[CH:3]=[CH:4][C:5]([N:8]2[CH:12]([CH2:13][O:14][C:15]3[CH:24]=[CH:23][C:18]([C:19]([OH:21])=[O:20])=[CH:17][CH:16]=3)[CH2:11][O:10][C:9]2=[O:25])=[CH:6][CH:7]=1. Isolated yield 64.0%. The solvent is C(C)(=O)O (acetic acid). Product: ClC1=CC=C(C=C1)N1C(OCC1COC1=CC=C(C(=O)O)C=C1)=O (4-[3-(4-chlorophenyl)-2-oxooxazolidin-4-yl]methoxybenzoic acid). Reported procedure: A solution of 1.30 g of methyl 4-[3-(4-chlorophenyl)-2-oxooxazolidin-4-yl]methoxybenzoate (compound 176) obtained in Example 22 in 18 ml of acetic acid and 10 ml of concentrated hydrochloric acid was refluxed with heating for 24 hours. The reaction mixture was concentrated under reduced pressure and the obtained residue was recrystallized from acetic acid-water to give 0.80 g of the title compound (compound 179) in a yield of 64%. The reactants are ClC1=CC=C(C=C1)N1C(OCC1COC1=CC=C(C(=O)OC)C=C1)=O (methyl 4-[3-(4-chlorophenyl)-2-oxooxazolidin-4-yl]methoxybenzoate), ClC1=CC=C(C=C1)N1C(OCC1COC1=CC=C(C(=O)OC)C=C1)=O (methyl 4-[3-(4-chlorophenyl)-2-oxooxazolidin-4-yl]methoxybenzoate), Cl (hydrochloric acid). The reactants are ClC=1C=2N(C3=CC=CC=C3N1)C=CN2 (4-chloroimidazo[1,2-a]quinoxaline), C(C)NCC (diethylamine). The solvent is C(C)O (ethanol). Product: C(C)N(C=1C=2N(C3=CC=CC=C3N1)C=CN2)CC (4- diethylaminoimidazo[1,2-a]quinoxaline). RXN SMILES: Cl[C:2]1[C:3]2[N:4]([CH:12]=[CH:13][N:14]=2)[C:5]2[C:10]([N:11]=1)=[CH:9][CH:8]=[CH:7][CH:6]=2.[CH2:15]([NH:17][CH2:18][CH3:19])[CH3:16]>C(O)C>[CH2:15]([N:17]([CH2:18][CH3:19])[C:2]1[C:3]2[N:4]([CH:12]=[CH:13][N:14]=2)[C:5]2[C:10]([N:11]=1)=[CH:9][CH:8]=[CH:7][CH:6]=2)[CH3:16]. Reported procedure: A mixture of 2,8 g of 4-chloroimidazo[1,2-a]quinoxaline (example 1) and 9.8 ml of diethylamine in 40 ml of ethanol is refluxed for 4 h. After evaporating the solvent, the residue is taken up in chloroform and washed with water and saturated NaCl, then dried and evaporated, thereby obtaining 2.2 g of raw product that is subsequently chromatographed on SiO2 (eluent: CH2Cl2): after recrystallization from n-hexane there are obtained 1.3 g of 4- diethylaminoimidazo[1,2-a]quinoxaline. m.p. (DSC)=91.7°... The reactants are N#CCNC(=O)C1CC(S(=O)(=O)c2ccccc2C(F)(F)F)CN1, Cl, O=C(O)c1ccccc1. Yields the product N#CCNC(=O)C1CC(S(=O)(=O)c2ccccc2C(F)(F)F)CN1C(=O)c1ccccc1. Reaction SMILES: [C:2](#[N:3])[CH2:4][NH:5][C:6](=[O:7])[CH:8]1[NH:9][CH2:10][CH:11]([S:13](=[O:14])(=[O:15])[c:16]2[c:17]([C:22]([F:23])([F:24])[F:25])[cH:18][cH:19][cH:20][cH:21]2)[CH2:12]1.[ClH:1].[OH:26][C:27](=[O:28])[c:29]1[cH:30][cH:31][cH:32][cH:33][cH:34]1>>[C:2](#[N:3])[CH2:4][NH:5][C:6](=[O:7])[CH:8]1[N:9]([C:27](=[O:26])[c:29]2[cH:30][cH:31][cH:32][cH:33][cH:34]2)[CH2:10][CH:11]([S:13](=[O:14])(=[O:15])[c:16]2[c:17]([C:22]([F:23])([F:24])[F:25])[cH:18][cH:19][cH:20][cH:21]2)[CH2:12]1. Starting materials: C1(=CC=CC=C1)C1C(C2=CC=CC=C2)O1 (stilbene oxide), C1(=CC=CC=C1)C1C(C2=CC=CC=C2)O1 (stilbene oxide), COCCN (2-methoxy ethylamine), steel. The solvent is O (water). Conditions: temperature 150 celsius. Yields the product COCCNC(C(O)C1=CC=CC=C1)C1=CC=CC=C1 (β-[(2-Methoxyethyl)amino]-α-phenylbenzeneethanol). Yield: 80.0%. Reaction SMILES: [C:1]1([CH:7]2[O:15][CH:8]2[C:9]2[CH:14]=[CH:13][CH:12]=[CH:11][CH:10]=2)[CH:6]=[CH:5][CH:4]=[CH:3][CH:2]=1.[CH3:16][O:17][CH2:18][CH2:19][NH2:20]>O>[CH3:16][O:17][CH2:18][CH2:19][NH:20][CH:7]([C:1]1[CH:6]=[CH:5][CH:4]=[CH:3][CH:2]=1)[CH:8]([C:9]1[CH:14]=[CH:13][CH:12]=[CH:11][CH:10]=1)[OH:15]. Procedure details: A mixture of trans-stilbene oxide (3.93 g, 0.020 mole) and 2-methoxyethylamine (4.51 g, 0.060 mole) was heated at 125° C. for 2 hours with an oil bath. A mass spectra analysis showed no title compound was present. The mixture was heated for another 2 hours at 150° C. The mixture was poured into water (using methanol rinse) to obtain an off-white solid. NMR analysis showed the solid contained approximately 60% unreacted stilbene oxide. The mixture was added to another 4.51 g (0.060 mole) of 2-met... The reactants are ClC1=CC=C(C=C1)C1N=C(NC1C1=CC=C(C=C1)Cl)C1=C(C=C(C=C1)I)OCC (4,5-Bis-(4-chlorophenyl)-2-(2-ethoxy-4-iodophenyl)-4,5-dihydro-1H-imidazole), CC(C#C)(C)C (3,3-dimethyl-1-butyne). Reagents/catalysts: [Cu]I (copper(I) iodide), Cl[Pd]([P](C1=CC=CC=C1)(C2=CC=CC=C2)C3=CC=CC=C3)([P](C4=CC=CC=C4)(C5=CC=CC=C5)C6=CC=CC=C6)Cl (dichlorobis(triphenylphosphine)-palladium(II)). The solvent is C(C)N(CC)CC (triethylamine), CN(C=O)C (dimethylformamide). Run at temperature 50 celsius. The product is ClC1=CC=C(C=C1)C1N=C(NC1C1=CC=C(C=C1)Cl)C1=C(C=C(C=C1)C#CC(C)(C)C)OCC (4,5-bis-(4-chlorophenyl)-2-[4-(3,3-dimethylbut-1-ynyl)-2-ethoxyphenyl]-4,5-dihydro-1H-imidazole). Yield: 83.7%. RXN SMILES: [Cl:1][C:2]1[CH:7]=[CH:6][C:5]([CH:8]2[CH:12]([C:13]3[CH:18]=[CH:17][C:16]([Cl:19])=[CH:15][CH:14]=3)[NH:11][C:10]([C:20]3[CH:25]=[CH:24][C:23](I)=[CH:22][C:21]=3[O:27][CH2:28][CH3:29])=[N:9]2)=[CH:4][CH:3]=1.[CH3:30][C:31]([CH3:35])([CH3:34])[C:32]#[CH:33]>C(N(CC)CC)C.CN(C)C=O.[Cu]I.Cl[Pd](Cl)([P](C1C=CC=CC=1)(C1C=CC=CC=1)C1C=CC=CC=1)[P](C1C=CC=CC=1)(C1C=CC=CC=1)C1C=CC=CC=1>[Cl:1][C:2]1[CH:7]=[CH:6][C:5]([CH:8]2[CH:12]([C:13]3[CH:18]=[CH:17][C:16]([Cl:19])=[CH:15][CH:14]=3)[NH:11][C:10]([C:20]3[CH:25]=[CH:24][C:23]([C:33]#[C:32][C:31]([CH3:35])([CH3:34])[CH3:30])=[CH:22][C:21]=3[O:27][CH2:28][CH3:29])=[N:9]2)=[CH:4][CH:3]=1 |^1:52,71|. Procedure details: 4,5-Bis-(4-chlorophenyl)-2-(2-ethoxy-4-iodophenyl)-4,5-dihydro-1H-imidazole (566 mg, 1.05 mmol, example 27), copper(I) iodide (9.5 mg, 0.11 mmol), dichlorobis(triphenylphosphine)-palladium(II) (148 mg, 0.211 mmol) and 3,3-dimethyl-1-butyne (0.182 mL, 1.48 mmol) were dissolved under nitrogen in a flame-dried Schlenk tube in a mixture of triethylamine (1.7 mL) and dimethylformamide (1.7 mL). The reaction mixture was warmed in a 50° C. oil bath for 20 h, allowed to cool to room temperature and then... Reactants: C1(=CC=C(C=C1)S(=O)(=O)OCCC=1SC=CC1)C (2-(2-thienyl)-ethyl paratoluene sulfonate), ClC1=C(CN)C=CC=C1 (ortho-chlorobenzylamine). Solvent: C(C)#N (acetonitrile). Yields the product Cl.ClC1=C(CNCCC=2SC=CC2)C=CC=C1 (N-(2-chloro-benzyl)-2-(2-thienyl)-ethylamine hydrochloride). Yield: 79.1%. RXN SMILES: C1(C)C=CC(S(O[CH2:11][CH2:12][C:13]2[S:14][CH:15]=[CH:16][CH:17]=2)(=O)=O)=CC=1.[Cl:19][C:20]1[CH:27]=[CH:26][CH:25]=[CH:24][C:21]=1[CH2:22][NH2:23]>C(#N)C>[ClH:19].[Cl:19][C:20]1[CH:27]=[CH:26][CH:25]=[CH:24][C:21]=1[CH2:22][NH:23][CH2:11][CH2:12][C:13]1[S:14][CH:15]=[CH:16][CH:17]=1 |f:3.4|. Reported procedure: 850 g (3 moles) 2-(2-thienyl)-ethyl paratoluene sulfonate and 850 g (6 moles) ortho-chlorobenzylamine are dissolved in 5.2 liters acetonitrile and the mixture is refluxed during 6.5 hours. After filtration, 630 g ortho-chlorobenzylamine paratoluene sulfonate are removed by filtration. The filtrate is concentrated and the residue is taken up into diisopropyl ether and 500 ml 2N sodium hydroxide. The organic phase is separated and is made acidic with 3N hydrochloric acid. The resulting hydrochlori... Reactants: C1CCOC1, C[Si](C)(C)[N-][Si](C)(C)C, Cc1cc(=O)oc2cc(C#N)ccc12, O=C=Nc1ccc(F)cc1F, [Li+]. Product: N#Cc1ccc2c(CC(=O)Nc3ccc(F)cc3F)cc(=O)oc2c1. As a reaction SMILES: [CH2:36]1[O:37][CH2:38][CH2:39][CH2:40]1.[CH3:16][Si:17]([N-:18][Si:19]([CH3:20])([CH3:21])[CH3:22])([CH3:23])[CH3:24].[CH3:1][c:2]1[cH:3][c:4](=[O:14])[o:5][c:6]2[cH:7][c:8]([C:12]#[N:13])[cH:9][cH:10][c:11]12.[F:25][c:26]1[c:27]([N:33]=[C:34]=[O:35])[cH:28][cH:29][c:30]([F:32])[cH:31]1.[Li+:15]>>[CH2:1]([c:2]1[cH:3][c:4](=[O:14])[o:5][c:6]2[cH:7][c:8]([C:12]#[N:13])[cH:9][cH:10][c:11]12)[C:34]([NH:33][c:27]1[c:26]([F:25])[cH:31][c:30]([F:32])[cH:29][cH:28]1)=[O:35]. Reactants: ClC1=CC(=C(N)C=C1)[C@](C(F)(F)F)(C#CC1CC1)O ((S)-4-chloro-2-(4-cyclopropyl-1,1,1-trifluoro-2-hydroxybut-3-yn-2-yl)aniline), C(=O)(N1C=NC=C1)N1C=NC=C1 (1,1′-carbonyl diimidazole). The solvent is C1(=CC=CC=C1)C (toluene). The product is ClC=1C=CC2=C([C@](OC(N2)=O)(C(F)(F)F)C#CC2CC2)C1 ((S)-6-chloro-4-(cyclopropylethynyl)-4-(trifluoromethyl)-1,4-dihydro-2H-3,1-benzoxazin-2-one). RXN SMILES: [Cl:1][C:2]1[CH:8]=[CH:7][C:5]([NH2:6])=[C:4]([C@@:9]([OH:19])([C:14]#[C:15][CH:16]2[CH2:18][CH2:17]2)[C:10]([F:13])([F:12])[F:11])[CH:3]=1.[C:20](N1C=CN=C1)(N1C=CN=C1)=[O:21]>C1(C)C=CC=CC=1>[Cl:1][C:2]1[CH:8]=[CH:7][C:5]2[NH:6][C:20](=[O:21])[O:19][C@:9]([C:14]#[C:15][CH:16]3[CH2:18][CH2:17]3)([C:10]([F:12])([F:13])[F:11])[C:4]=2[CH:3]=1. Procedure: A solution of (S)-4-chloro-2-(4-cyclopropyl-1,1,1-trifluoro-2-hydroxybut-3-yn-2-yl)aniline (4.42 g, 15.3 mmol), 1,1′-carbonyl diimidazole and toluene (50 mL) was stirred at room temperature for 10 minutes. The reaction was quenched with ice-water (10 mL). The two layers were separated, ethyl acetate (10 mL) was added to the toluene layer and the mixture was washed with brine (2×30 mL) and the two layers were separated. The organic layer was evaporated to dryness to give an orange oil and further... Starting materials: CC(=O)O[BH-](OC(C)=O)OC(C)=O, C1COCCN1, CC(=O)O, CO, [Na+], O=Cc1cccc(C2Nc3cccc4c(=O)[nH]nc(c34)C2c2ccccc2)c1. The product is O=c1[nH]nc2c3c(cccc13)NC(c1cccc(CN3CCOCC3)c1)C2c1ccccc1. Reaction SMILES: [C:39]([O:40][BH-:41]([O:42][C:43](=[O:44])[CH3:45])[O:46][C:47](=[O:48])[CH3:49])(=[O:50])[CH3:51].[CH2:29]1[CH2:30][O:31][CH2:32][CH2:33][NH:34]1.[CH3:35][C:36](=[O:37])[OH:38].[CH3:53][OH:54].[Na+:52].[O:1]=[c:2]1[nH:3][n:4][c:5]2[c:6]3[c:7]([cH:8][cH:9][cH:10][c:11]13)[NH:12][CH:13]([c:21]1[cH:22][c:23]([CH:24]=[O:25])[cH:26][cH:27][cH:28]1)[CH:14]2[c:15]1[cH:16][cH:17][cH:18][cH:19][cH:20]1>>[O:1]=[c:2]1[nH:3][n:4][c:5]2[c:6]3[c:7]([cH:8][cH:9][cH:10][c:11]13)[NH:12][CH:13]([c:21]1[cH:22][c:23]([CH2:24][N:34]3[CH2:29][CH2:30][O:31][CH2:32][CH2:33]3)[cH:26][cH:27][cH:28]1)[CH:14]2[c:15]1[cH:16][cH:17][cH:18][cH:19][cH:20]1.